From a dataset of the Open Reaction Database (ORD), a public repository of structured organic reaction records. describe an organic reaction: reactants, conditions, products, and yield RXN SMILES: [NH2:1][CH2:2][CH2:3][CH2:4][CH2:5][N:6]1[C:18]2[C:17]3[CH:16]=[CH:15][CH:14]=[CH:13][C:12]=3[N:11]=[C:10]([NH2:19])[C:9]=2[N:8]=[C:7]1[CH2:20][CH3:21].[C:22](Cl)(=[O:29])[C:23]1[CH:28]=[CH:27][CH:26]=[CH:25][CH:24]=1>>[NH2:19][C:10]1[C:9]2[N:8]=[C:7]([CH2:20][CH3:21])[N:6]([CH2:5][CH2:4][CH2:3][CH2:2][NH:1][C:22](=[O:29])[C:23]3[CH:28]=[CH:27][CH:26]=[CH:25][CH:24]=3)[C:18]=2[C:17]2[CH:16]=[CH:15][CH:14]=[CH:13][C:12]=2[N:11]=1. Reported procedure: Using the general method of Example 1, 1-(4-aminobutyl)-2-ethyl-1H-imidazo[4,5-c]quinolin-4-amine (0.5 g, 1.76 mmol) was reacted with benzoyl chloride (0.25 g, 1.76 mmol) to provide N1-[4-(4-amino-2-ethyl-1H-imidazo[4,5-c]quinolin-1-yl)butyl]benzamide as a solid, m.p. 203-206° C. 1H NMR (500 MHz, DMSO-d6) δ 8.48 (t, J=6.0 Hz, 1H), 8.00 (d, J=8.0 Hz, 1H), 7.79 (d, J=8.0 Hz, 2H), 7.60 (dd, J=8.0, 1.0 Hz, 1H), 7.50 (t, J=8.0 Hz, 1H), 7.43 (t, J=8.0 Hz, 2H), 7.38 (t, J=8.0 Hz, 1H), 7.17 (t, J=8.0 Hz... Reactants: NCCCCN1C(=NC=2C(=NC=3C=CC=CC3C21)N)CC (1-(4-aminobutyl)-2-ethyl-1H-imidazo[4,5-c]quinolin-4-amine), C(C1=CC=CC=C1)(=O)Cl (benzoyl chloride). Product: NC1=NC=2C=CC=CC2C2=C1N=C(N2CCCCNC(C2=CC=CC=C2)=O)CC (N1-[4-(4-amino-2-ethyl-1H-imidazo[4,5-c]quinolin-1-yl)butyl]benzamide). The reactants are solution, [OH-].[Na+] (sodium hydroxide), N1(C=NC=C1)CC(=O)N1CCCC2=CC=C(C=C12)[N+](=O)[O-] (2-(1H-imidazol-1-yl)-1-(7-nitro-3,4-dihydroquinolin-1-(2H)-yl)ethanone), Cl (HCl). Procedure: In a 100-ml round-bottomed, three-necked flask fitted with a condenser and a thermometer, under an inert (nitrogen) atmosphere, 8.6 g (30 mmol) of 2-(1H-imidazol-1-yl)-1-(7-nitro-3,4-dihydroquinolin-1-(2H)-yl)ethanone are dissolved in 10 ml of dry THF. The solution was stirred at 0° C. and 150 ml (5 eq) of a 1.0M solution of BH3 in THF were added. The reaction medium was left to return to ambient temperature and was then stirred overnight. The reaction mixture was carefully acidified (drop by dr... Product: N1(C=NC=C1)CCN1CCCC2=CC=C(C=C12)[N+](=O)[O-] (1-[2-(1H-imidazol-1-yl)ethyl]-7-nitro-1,2,3,4-tetrahydroquinoline). Solvent: C1CCOC1 (THF), C1CCOC1 (THF). As a reaction SMILES: [N:1]1([CH2:6][C:7]([N:9]2[C:18]3[C:13](=[CH:14][CH:15]=[C:16]([N+:19]([O-:21])=[O:20])[CH:17]=3)[CH2:12][CH2:11][CH2:10]2)=O)[CH:5]=[CH:4][N:3]=[CH:2]1.Cl.[OH-].[Na+]>C1COCC1>[N:1]1([CH2:6][CH2:7][N:9]2[C:18]3[C:13](=[CH:14][CH:15]=[C:16]([N+:19]([O-:21])=[O:20])[CH:17]=3)[CH2:12][CH2:11][CH2:10]2)[CH:5]=[CH:4][N:3]=[CH:2]1 |f:2.3|. Run at temperature 0 celsius. Starting materials: CC(C)(C)C(=O)Oc1cccc(C=O)c1, O=C([O-])O, COC(OC)OC, CO, [Na+], Cc1ccc(S(=O)(=O)O)cc1. The product is COC(OC)c1cccc(OC(=O)C(C)(C)C)c1. RXN SMILES: [C:12]([C:13]([CH3:14])([CH3:15])[CH3:16])(=[O:17])[O:18][c:19]1[cH:20][c:21]([CH:22]=[O:23])[cH:24][cH:25][cH:26]1.[C:34](=[O:35])([OH:36])[O-:37].[CH3:27][O:28][CH:29]([O:30][CH3:31])[O:32][CH3:33].[CH3:39][OH:40].[Na+:38].[c:1]1([CH3:2])[cH:3][cH:4][c:5]([S:6]([OH:7])(=[O:8])=[O:9])[cH:10][cH:11]1>>[C:12]([C:13]([CH3:14])([CH3:15])[CH3:16])(=[O:17])[O:18][c:19]1[cH:20][c:21]([CH:29]([O:30][CH3:31])[O:32][CH3:33])[cH:24][cH:25][cH:26]1.